The task is: describe an organic reaction: reactants, conditions, products, and yield. This data is from the Open Reaction Database (ORD), a public repository of structured organic reaction records. The reactants are FC(C=1C=C(C=C(C1)C(F)(F)F)[C@@H](C)O[C@@H]1[C@H]([C@@H](CC1)C=O)C1=CC=C(C=C1)F)(F)F (1-(S)-(1-(R)-(3,5-Bis(trifluoromethyl)phenyl)ethoxy)-2-(R)-(4-fluorophenyl)-3-(R)-(formyl)cyclopentane), Cl.C(C1=CC=CC=C1)OC(CCNC)=O (N-methyl-β-alanine benzyl ester hydrochloride), CCN(C(C)C)C(C)C (DIPEA), C(C)(=O)O[BH-](OC(C)=O)OC(C)=O.[Na+] (sodium triacetoxyborohydride). Solvent: ClCCCl (1,2-dichloroethane). Reaction conditions: time 10 minute. Product: FC(C=1C=C(C=C(C1)C(F)(F)F)[C@@H](C)O[C@@H]1[C@H]([C@@H](CC1)CN(C)CCC(=O)OCC1=CC=CC=C1)C1=CC=C(C=C1)F)(F)F (1-(S)-(1-(R)-(3,5-Bis(trifluoromethyl)phenyl)ethoxy)-2-(R)-(4-fluorophenyl)-3-(R)-(((2-benzyloxycarbonylethyl)methylamino)-methyl)cyclopentane). As a reaction SMILES: [F:1][C:2]([F:31])([F:30])[C:3]1[CH:4]=[C:5]([C@H:13]([O:15][C@H:16]2[CH2:20][CH2:19][C@@H:18](C=O)[C@@H:17]2[C:23]2[CH:28]=[CH:27][C:26]([F:29])=[CH:25][CH:24]=2)[CH3:14])[CH:6]=[C:7]([C:9]([F:12])([F:11])[F:10])[CH:8]=1.Cl.[CH2:33]([O:40][C:41](=[O:46])[CH2:42][CH2:43][NH:44][CH3:45])[C:34]1[CH:39]=[CH:38][CH:37]=[CH:36][CH:35]=1.[CH3:47]CN(C(C)C)C(C)C.C(O[BH-](OC(=O)C)OC(=O)C)(=O)C.[Na+]>ClCCCl>[F:11][C:9]([F:10])([F:12])[C:7]1[CH:6]=[C:5]([C@H:13]([O:15][C@H:16]2[CH2:20][CH2:19][C@@H:18]([CH2:45][N:44]([CH2:43][CH2:42][C:41]([O:40][CH2:33][C:34]3[CH:39]=[CH:38][CH:37]=[CH:36][CH:35]=3)=[O:46])[CH3:47])[C@@H:17]2[C:23]2[CH:24]=[CH:25][C:26]([F:29])=[CH:27][CH:28]=2)[CH3:14])[CH:4]=[C:3]([C:2]([F:30])([F:1])[F:31])[CH:8]=1 |f:1.2,4.5|. Procedure details: To a solution of 500 mg of aldehyde from Step A in 5 mL of 1,2-dichloroethane was added 320 mg of N-methyl-β-alanine benzyl ester hydrochloride and 0.24 mL of DIPEA. After stirring at room temperature for 10 minutes, 470 mg of sodium triacetoxyborohydride was added. The reaction was stirred for 16 hr. The reaction was quenched with sat'd sodium bicarbonate and was extracted twice with methylene chloride. The organic layers were washed with brine, dried over sodium sulfate, combined and evaporate...